From a dataset of the Open Reaction Database (ORD), a public repository of structured organic reaction records. describe an organic reaction: reactants, conditions, products, and yield Reactants: CC1=CC=C(C=C1)S(=O)(=O)OC1C2C(OC1)C(CO2)O (6-hydroxyhexahydrofuro[3,2-b]furan-3-yl 4-methylbenzenesulfonate), O=C1N(C(C2=CC=CC=C12)=O)[K] ((1,3-dioxoisoindolin-2-yl)potassium), O (water). Solvent: CS(=O)C (DMSO). Reaction conditions: temperature 130 celsius, time 8 hour. The product is OC1COC2C1OCC2N2C(C1=CC=CC=C1C2=O)=O (2-(6-hydroxyhexahydrofuro[3,2-b]furan-3-yl)isoindoline-1,3-dione). Yield: 25.0%. Reaction SMILES: CC1C=CC(S(O[CH:12]2[CH2:16][O:15][CH:14]3[CH:17]([OH:20])[CH2:18][O:19][CH:13]23)(=O)=O)=CC=1.[O:21]=[C:22]1[C:30]2[C:25](=[CH:26][CH:27]=[CH:28][CH:29]=2)[C:24](=[O:31])[N:23]1[K].O>CS(C)=O>[OH:20][CH:17]1[CH:14]2[O:15][CH2:16][CH:12]([N:23]3[C:24](=[O:31])[C:25]4[C:30](=[CH:29][CH:28]=[CH:27][CH:26]=4)[C:22]3=[O:21])[CH:13]2[O:19][CH2:18]1. Procedure details: To a solution of 6-hydroxyhexahydrofuro[3,2-b]furan-3-yl 4-methylbenzenesulfonate (10.24 g, 34.1 mmol) in DMSO (60 mL) was added (1,3-dioxoisoindolin-2-yl)potassium (8.21 g, 44.3 mmol). The mixture was stirred under N2 atmosphere at 130° C. overnight then cooled down to room temperature, and poured into water. The resulting mixture was extracted with CH2C12 (300 mL×3), and the combined organic layers were washed with water (100 mL×3), dried over Na2SO4, and then concentrated in vacuo. The residu... Starting materials: N(S(F)(F)F)(CCOC)CCOC, n1c(nc2c(c1c1cnc(nc1)N)CCN2C1CC(C1)(F)F)N1CCOC[C@@H]1CO. The reagents and catalysts are c1ccc(cc1)-c2c3ccccc3cc4ccccc24 (9-Phenylanthracene). Run in CC#N (MeCN). Reaction conditions: temperature 25 celsius, time 18 hour. Product: Nc1ncc(cn1)c2nc(nc3N(CCc23)C4CC(F)(F)C4)N5CCOC[C@@H]5CF. Reaction SMILES: [NH2:1][c:2]1[n:7][cH:6][c:5]([c:8]2[c:16]([c:12]3[n:11][c:10]([N:23]4[C@@H:28]([CH2:29]O)[CH2:27][O:26][CH2:25][CH2:24]4)[n:9]2)[CH2:15][CH2:14][N:13]3[CH:17]5[CH2:22][C:19]([F:21])([F:20])[CH2:18]5)[cH:4][n:3]1.COCCN(S(F)(F)[F:30])CCOC>>[NH2:1][c:2]1[n:7][cH:6][c:5]([c:8]2[c:16]([c:12]3[n:11][c:10]([N:23]4[C@@H:28]([CH2:29][F:30])[CH2:27][O:26][CH2:25][CH2:24]4)[n:9]2)[CH2:15][CH2:14][N:13]3[CH:17]5[CH2:22][C:19]([F:21])([F:20])[CH2:18]5)[cH:4][n:3]1.